From a dataset of the Open Reaction Database (ORD), a public repository of structured organic reaction records. describe an organic reaction: reactants, conditions, products, and yield The reactants are Fc1ccc(CBr)cc1Br, CC(C)(C)S(=O)N=CC(CO[Si](C)(C)C(C)(C)C)O[Si](C)(C)C(C)(C)C. Yields the product CC(C)(C)S(=O)NC(Cc1ccc(F)c(Br)c1)C(CO[Si](C)(C)C(C)(C)C)O[Si](C)(C)C(C)(C)C. As a reaction SMILES: [Br:27][c:28]1[c:29]([F:36])[cH:30][cH:31][c:32]([CH2:34][Br:35])[cH:33]1.[C:1]([CH3:2])([CH3:3])([CH3:4])[Si:5]([O:6][CH:7]([CH:8]=[N:9][S:10](=[O:11])[C:12]([CH3:13])([CH3:14])[CH3:15])[CH2:16][O:17][Si:18]([CH3:19])([CH3:20])[C:21]([CH3:22])([CH3:23])[CH3:24])([CH3:25])[CH3:26]>>[C:1]([CH3:2])([CH3:3])([CH3:4])[Si:5]([O:6][CH:7]([CH:8]([NH:9][S:10](=[O:11])[C:12]([CH3:13])([CH3:14])[CH3:15])[CH2:34][c:32]1[cH:31][cH:30][c:29]([F:36])[c:28]([Br:27])[cH:33]1)[CH2:16][O:17][Si:18]([CH3:19])([CH3:20])[C:21]([CH3:22])([CH3:23])[CH3:24])([CH3:25])[CH3:26].